describe an organic reaction: reactants, conditions, products, and yield From a dataset of the Open Reaction Database (ORD), a public repository of structured organic reaction records. The reactants are NC=1C=NC=CC1N1C[C@H]([C@@H](CC1)NC(OC(C)(C)C)=O)O[Si](C)(C)C(C)(C)C (trans-(+/−)-tert-butyl 1-(3-aminopyridin-4-yl)-3-(tert-butyldimethylsilyloxy)piperidin-4-ylcarbamate), NC=1C(=NC(=C(C1)F)Br)C(=O)O (3-amino-6-bromo-5-fluoropicolinic acid). Product: NC=1C(=NC(=C(C1)F)Br)C(=O)NC=1C=NC=CC1N1C[C@H]([C@@H](CC1)NC(OC(C)(C)C)=O)O[Si](C)(C)C(C)(C)C (trans-(+/−)-tert-butyl 1-(3-(3-amino-6-bromo-5-fluoropicolinamido)pyridin-4-yl)-3-(tert-butyldimethylsilyloxy)piperidin-4-yl-carbamate). Reaction SMILES: [NH2:1][C:2]1[CH:3]=[N:4][CH:5]=[CH:6][C:7]=1[N:8]1[CH2:13][CH2:12][C@@H:11]([NH:14][C:15](=[O:21])[O:16][C:17]([CH3:20])([CH3:19])[CH3:18])[C@H:10]([O:22][Si:23]([C:26]([CH3:29])([CH3:28])[CH3:27])([CH3:25])[CH3:24])[CH2:9]1.[NH2:30][C:31]1[C:32]([C:39](O)=[O:40])=[N:33][C:34]([Br:38])=[C:35]([F:37])[CH:36]=1>>[NH2:30][C:31]1[C:32]([C:39]([NH:1][C:2]2[CH:3]=[N:4][CH:5]=[CH:6][C:7]=2[N:8]2[CH2:13][CH2:12][C@@H:11]([NH:14][C:15](=[O:21])[O:16][C:17]([CH3:19])([CH3:20])[CH3:18])[C@H:10]([O:22][Si:23]([C:26]([CH3:29])([CH3:28])[CH3:27])([CH3:25])[CH3:24])[CH2:9]2)=[O:40])=[N:33][C:34]([Br:38])=[C:35]([F:37])[CH:36]=1. Procedure: Following Method 11 of Example 305, trans-(+/−)-tert-butyl 1-(3-aminopyridin-4-yl)-3-(tert-butyldimethylsilyloxy)piperidin-4-ylcarbamate and 3-amino-6-bromo-5-fluoropicolinic acid was reacted yielding trans-(+/−)-tert-butyl 1-(3-(3-amino-6-bromo-5-fluoropicolinamido)pyridin-4-yl)-3-(tert-butyldimethylsilyloxy)piperidin-4-yl-carbamate. LCMS (m/z): 641.2 (MH+); LC Rt=4.73 min. Starting materials: NN1C(C2=CC=CC=C2C(=N1)C1=CC=C(C=C1)F)=O (2-amino-4-(4-fluorophenyl)phthalazin-1(2H)-one), [C@H]12[C@@H](C[C@H](C=C1)C2)CC(=O)O (2-[(1S,2S,4S)-bicyclo[2.2.1]hept-5-en-2-yl]acetic acid). Yields the product [C@H]12[C@@H](C[C@H](C=C1)C2)CC(=O)NN2C(C1=CC=CC=C1C(=N2)C2=CC=C(C=C2)F)=O (2-[(1S,2S,4S)-bicyclo[2.2.1]hept-5-en-2-yl]-N-[4-(4-fluorophenyl)-1-oxophthalazin-2(1H)-yl]acetamide). Reaction SMILES: [NH2:1][N:2]1[N:11]=[C:10]([C:12]2[CH:17]=[CH:16][C:15]([F:18])=[CH:14][CH:13]=2)[C:9]2[C:4](=[CH:5][CH:6]=[CH:7][CH:8]=2)[C:3]1=[O:19].[C@@H:20]12[CH2:26][C@@H:23]([CH:24]=[CH:25]1)[CH2:22][C@H:21]2[CH2:27][C:28](O)=[O:29]>>[C@@H:20]12[CH2:26][C@@H:23]([CH:24]=[CH:25]1)[CH2:22][C@H:21]2[CH2:27][C:28]([NH:1][N:2]1[N:11]=[C:10]([C:12]2[CH:17]=[CH:16][C:15]([F:18])=[CH:14][CH:13]=2)[C:9]2[C:4](=[CH:5][CH:6]=[CH:7][CH:8]=2)[C:3]1=[O:19])=[O:29]. Procedure: The product of Example 129A and 2-[(1S,2S,4S)-bicyclo[2.2.1]hept-5-en-2-yl]acetic acid were treated using a method similar to that described in Example 17C to give the title compound. 1H NMR (400 MHz, DMSO-d6) δ 11.29 (s, 1H), 8.43-8.37 (m, 1H), 8.05-7.88 (m, 2H), 7.76-7.68 (m, 1H), 7.70-7.61 (m, 2H), 7.48-7.34 (m, 2H), 6.22 (dd, J=5.7, 2.9, 1H), 6.06 (dd, J=5.7, 2.8, 1H), 2.92-2.86 (m, 1H), 2.81-2.75 (m, 1H), 2.42-2.48 (m, buried), 2.19-1.98 (m, 2H), 1.90 (ddd, J=11.6, 9.0, 3.8, 1H), 1.39-1.30 ... Starting materials: C(C(=C)C1=CC=CC=C1)(=O)OCC (ethyl atropate), CNCCC(=O)OCC (ethyl β-methylaminopropionate). Run at time 18 hour. Product: C(C)OC(=O)CCN(CC(C(=O)OCC)C1=CC=CC=C1)C (ethyl N-(2-ethoxycarbonylethyl)-3-methylamino-2-phenylpropionate). As a reaction SMILES: [C:1]([O:11][CH2:12][CH3:13])(=[O:10])[C:2]([C:4]1[CH:9]=[CH:8][CH:7]=[CH:6][CH:5]=1)=[CH2:3].[CH3:14][NH:15][CH2:16][CH2:17][C:18]([O:20][CH2:21][CH3:22])=[O:19]>>[CH2:21]([O:20][C:18]([CH2:17][CH2:16][N:15]([CH3:14])[CH2:3][CH:2]([C:4]1[CH:5]=[CH:6][CH:7]=[CH:8][CH:9]=1)[C:1]([O:11][CH2:12][CH3:13])=[O:10])=[O:19])[CH3:22]. Reported procedure: 184.47 g of ethyl atropate (of Example 1c) are added dropwise, over a 20 minute period, to 132.16 g of ethyl β-methylaminopropionate (of Example 1a). The mixture is stirred for 18 hours at room temperature under a nitrogen atmosphere. The mixture is combined with 1.8 l. of ether and then the resultant mixture is extracted with two 800 ml portions of 2 N hydrochloric acid. The acid solution is extracted with two 150 ml portions of ether. The aqueous extracts are basified with 50 weight percent aq... Product: C(C)(C)N1N=C(N=C1SCC)O (1-isopropyl-3-hydroxy-5-ethylthio-1,2,4-triazole). As a reaction SMILES: [CH:1]([N:4]([C:6]#[N:7])[NH2:5])([CH3:3])[CH3:2].[OH-].[Na+].[CH2:10]([SH:12])[CH3:11].[C:13](Cl)(Cl)=[O:14]>O>[CH:1]([N:4]1[C:6]([S:12][CH2:10][CH3:11])=[N:7][C:13]([OH:14])=[N:5]1)([CH3:3])[CH3:2] |f:1.2|. The reactants are C(=O)(Cl)Cl (phosgene), C(C)(C)N(N)C#N (1-isopropyl-1-cyanohydrazine), [OH-].[Na+] (sodium hydroxide), C(C)S (ethyl mercaptan). Procedure details: 19.8 g (0.2 mole) of 1-isopropyl-1-cyanohydrazine is added dropwise to a solution of 16.0 g (0.4 mole) of sodium hydroxide and 12.4 g (0.2 mole) of ethyl mercaptan in 75 ml of water. Into the resulting white emulsion there is then introduced 19.8 g (0.2 mole) of phosgene at room temperature, and an exothermic reaction occurs. The reaction mixture cooled to room temperature, from which has separated out a white-yellow precipitate, is extracted with methylene chloride and the extract is dried with... Solvent: O (water). The reactants are CCOC(=O)c1ccc(-c2ccc(OCCCO[Si](C)(C)C(C)(C)C)c(-c3ccc4c(c3)C(C)(C)CCC4(C)C)c2)cc1, CCCC[N+](CCCC)(CCCC)CCCC, [F-], C1CCOC1, O. Yields the product CCOC(=O)c1ccc(-c2ccc(OCCCO)c(-c3ccc4c(c3)C(C)(C)CCC4(C)C)c2)cc1. RXN SMILES: [C:19]([Si:20]([CH3:21])([CH3:22])[O:24][CH2:25][CH2:26][CH2:27][O:28][c:29]1[c:30](-[c:46]2[cH:47][c:48]3[c:53]([cH:54][cH:55]2)[C:52]([CH3:56])([CH3:57])[CH2:51][CH2:50][C:49]3([CH3:58])[CH3:59])[cH:31][c:32](-[c:35]2[cH:36][cH:37][c:38]([C:41](=[O:42])[O:43][CH2:44][CH3:45])[cH:39][cH:40]2)[cH:33][cH:34]1)([CH3:23])([CH3:60])[CH3:61].[CH3:2][CH2:3][CH2:4][CH2:5][N+:6]([CH2:7][CH2:8][CH2:9][CH3:10])([CH2:11][CH2:12][CH2:13][CH3:14])[CH2:15][CH2:16][CH2:17][CH3:18].[F-:1].[O:63]1[CH2:64][CH2:65][CH2:66][CH2:67]1.[OH2:62]>>[OH:24][CH2:25][CH2:26][CH2:27][O:28][c:29]1[c:30](-[c:46]2[cH:47][c:48]3[c:53]([cH:54][cH:55]2)[C:52]([CH3:56])([CH3:57])[CH2:51][CH2:50][C:49]3([CH3:58])[CH3:59])[cH:31][c:32](-[c:35]2[cH:36][cH:37][c:38]([C:41](=[O:42])[O:43][CH2:44][CH3:45])[cH:39][cH:40]2)[cH:33][cH:34]1. Starting materials: B, CC1(C(F)(F)F)CNc2cc(S(=O)(=O)c3ccccc3)ccc2O1, CSC, O=C1Cc2ccccc2ON1, C1CCOC1. Yields the product C1=Cc2ccccc2ON1. As a reaction SMILES: [BH3:39].[CH3:1][C:2]1([C:3]([F:4])([F:5])[F:6])[CH2:7][NH:8][c:9]2[cH:10][c:11]([S:12]([c:13]3[cH:14][cH:15][cH:16][cH:17][cH:18]3)(=[O:19])=[O:20])[cH:21][cH:22][c:23]2[O:24]1.[CH3:36][S:37][CH3:38].[O:25]1[NH:26][C:27](=[O:35])[CH2:28][c:29]2[c:30]1[cH:31][cH:32][cH:33][cH:34]2.[O:40]1[CH2:41][CH2:42][CH2:43][CH2:44]1>>[O:25]1[NH:26][CH:27]=[CH:28][c:29]2[c:30]1[cH:31][cH:32][cH:33][cH:34]2. The reactants are [I-].C[N+](CCCC)(C)C (Trimethylbutylammonium iodide), O (water). RXN SMILES: [I-].[CH3:2][N+:3]([CH3:9])([CH3:8])[CH2:4][CH2:5][CH2:6][CH3:7].[OH2:10]>[Ag-]=O>[OH-:10].[CH3:2][N+:3]([CH3:9])([CH3:8])[CH2:4][CH2:5][CH2:6][CH3:7] |f:0.1,4.5|. Run at time 24 hour. The product is [OH-].C[N+](CCCC)(C)C (trimethylbutylammonium hydroxide). Procedure: A typical TMBAOH solution was prepared as follows. Trimethylbutylammonium iodide, 1466.3 g, was dissolved in 1948.6 g deionized water in a 5 liter 3-necked round bottom flask equipped with overhead stirring. A 1 wt. % excess of silver(I) oxide, (99%), 712 g, was added and stirred in the dark for 24 hours. The resulting trimethylbutylammonium hydroxide solution was isolated by filtration. Reagents/catalysts: [Ag-]=O (silver(I) oxide). The reactants are COc1ccccc1N1CCNCC1, CN(Cc1ccc(F)cc1F)C1CC(C(=O)O)N(Cc2cccc(Cl)c2)C1. Yields the product COc1ccccc1N1CCN(C(=O)C2CC(N(C)Cc3ccc(F)cc3F)CN2Cc2cccc(Cl)c2)CC1. As a reaction SMILES: [CH3:28][O:29][c:30]1[c:31]([N:36]2[CH2:37][CH2:38][NH:39][CH2:40][CH2:41]2)[cH:32][cH:33][cH:34][cH:35]1.[Cl:1][c:2]1[cH:3][c:4]([CH2:5][N:6]2[CH:7]([C:22](=[O:23])[OH:24])[CH2:8][CH:9]([N:11]([CH3:12])[CH2:13][c:14]3[c:15]([F:21])[cH:16][c:17]([F:20])[cH:18][cH:19]3)[CH2:10]2)[cH:25][cH:26][cH:27]1>>[Cl:1][c:2]1[cH:3][c:4]([CH2:5][N:6]2[CH:7]([C:22](=[O:24])[N:39]3[CH2:38][CH2:37][N:36]([c:31]4[c:30]([O:29][CH3:28])[cH:35][cH:34][cH:33][cH:32]4)[CH2:41][CH2:40]3)[CH2:8][CH:9]([N:11]([CH3:12])[CH2:13][c:14]3[c:15]([F:21])[cH:16][c:17]([F:20])[cH:18][cH:19]3)[CH2:10]2)[cH:25][cH:26][cH:27]1. The solvent is N1=CC=CC=C1 (pyridine), O (Water). Reaction conditions: temperature 85 celsius, time 1 hour. Reactants: Cl (hydrochloric acid), N1CCCCC1 (Piperidine), C(CC(=O)O)(=O)O (malonic acid), COC1=C(C=O)C=C(C=C1)OC (2,5-Dimethoxybenzaldehyde). Yields the product COC1=C(C=C(C=C1)OC)/C=C/C(=O)O (3-(1,4-dimethoxybenzen-2-yl)prop-2E-enoic acid). RXN SMILES: [CH3:1][O:2][C:3]1[CH:10]=[CH:9][C:8]([O:11][CH3:12])=[CH:7][C:4]=1[CH:5]=O.N1CCCCC1.C(O)(=O)[CH2:20][C:21]([OH:23])=[O:22].Cl>N1C=CC=CC=1.O>[CH3:1][O:2][C:3]1[CH:10]=[CH:9][C:8]([O:11][CH3:12])=[CH:7][C:4]=1/[CH:5]=[CH:20]/[C:21]([OH:23])=[O:22]. Yield: 92.5%. Reported procedure: 2,5-Dimethoxybenzaldehyde (1.7 g) was dissolved in pyridine (10 ml). Piperidine (0.2 ml) and malonic acid (2.0 g) were added to the solution. The solution was stirred for 1 hour at 85° C. and then for 3 hr. at 110° C. The solution was cooled. Water (80 ml) was added to the solution. Conc. hydrochloric acid was added to the solution until pH of the solution was down to about 2. The crystals were deposited. The crystals were separated from the solution by filtration, washed with water and dried to...